This data is from the Open Reaction Database (ORD), a public repository of structured organic reaction records. The task is: describe an organic reaction: reactants, conditions, products, and yield Starting materials: polyacrylamide, C(C)(=O)OC1=CC=CC=C1 (phenyl acetate), aldehyde, C1(=CC=CC=C1)O.C=O (phenol formaldehyde). The solvent is O (water). Yields the product C(C)(=O)OC1=CC=CC=C1 (phenyl acetate), C=O (formaldehyde). Reaction SMILES: [C:1]([O:4][C:5]1[CH:10]=[CH:9][CH:8]=[CH:7][CH:6]=1)(=[O:3])[CH3:2].[C:11]1([OH:17])C=CC=CC=1.C=O>O>[C:1]([O:4][C:5]1[CH:10]=[CH:9][CH:8]=[CH:7][CH:6]=1)(=[O:3])[CH3:2].[CH2:11]=[O:17] |f:1.2|. Procedure: This example shows that phenyl acetate, when combined with an aldehyde, gels a polyacrylamide much slower than a phenol/formaldehyde organic crosslinking agent. A solution of Phillips HE-B® (5000 ppm), phenyl acetate (1500 ppm) and formaldehyde (1900 ppm) was prepared in synthetic sea water (pH unadjusted). This solution gelled after seven weeks of storage at 210° F.